From a dataset of the Open Reaction Database (ORD), a public repository of structured organic reaction records. describe an organic reaction: reactants, conditions, products, and yield Reactants: solution, C(C)(CC)[BH-](C(C)CC)C(C)CC.[Li+] (lithium tri-sec-butyl borohydride), solution, C(C1=CC=CC=C1)N1C[C@H]2C(CCC([C@H]2C1)=O)(C1=CC=CC=C1)C1=CC=CC=C1 ((3aR, 7aR)-2-benzyl-7,7-diphenyl-4-perhydroisoindolone), [BH4-] (borohydride), O (water). The solvent is O1CCCC1 (tetrahydrofuran), O1CCCC1 (tetrahydrofuran), C(C)(=O)OCC (ethyl acetate). Reaction conditions: temperature 0 celsius, time 3 hour. Product: C(C1=CC=CC=C1)N1C[C@H]2C(CC[C@H]([C@H]2C1)O)(C1=CC=CC=C1)C1=CC=CC=C1 ((3aR, 4R, 7aR)-2-benzyl-7,7-diphenyl-4-perhydroisoindolol). The yield is 53.6%. RXN SMILES: C([BH-](C(CC)C)C(CC)C)(CC)C.[Li+].[CH2:15]([N:22]1[CH2:30][C@H:29]2[C@H:24]([C:25]([C:38]3[CH:43]=[CH:42][CH:41]=[CH:40][CH:39]=3)([C:32]3[CH:37]=[CH:36][CH:35]=[CH:34][CH:33]=3)[CH2:26][CH2:27][C:28]2=[O:31])[CH2:23]1)[C:16]1[CH:21]=[CH:20][CH:19]=[CH:18][CH:17]=1.[BH4-].O>O1CCCC1.C(OCC)(=O)C>[CH2:15]([N:22]1[CH2:30][C@H:29]2[C@H:24]([C:25]([C:38]3[CH:43]=[CH:42][CH:41]=[CH:40][CH:39]=3)([C:32]3[CH:33]=[CH:34][CH:35]=[CH:36][CH:37]=3)[CH2:26][CH2:27][C@H:28]2[OH:31])[CH2:23]1)[C:16]1[CH:17]=[CH:18][CH:19]=[CH:20][CH:21]=1 |f:0.1|. Procedure: 4.0 cm3 of a 1M solution of lithium tri-sec-butyl borohydride in tetrahydrofuran is added over 5 minutes to a solution, cooled to 0° C., of 1.3 g of (3aR, 7aR)-2-benzyl-7,7-diphenyl-4-perhydroisoindolone in 6.0 cm3 of tetrahydrofuran. After stirring for 3 hours at 0° C., the reaction mixture is again supplemented with 0.5 cm3 of the 1M solution of borohydride. After 1 hour at 0° C. and the addition of 50 cm3 of water and 50 cm3 of ethyl acetate, the organic phase is decanted, washed with 20 cm3 ... Starting materials: C(CC(=O)[O-])(=O)OCC (monoethyl malonate), C=1C=CC2=C(C1)N=NN2O (HOBt), C1(=CC=C(C=C1)N)C1=CC=CC=C1 (biphenyl-4-ylamine), CCN=C=NCCCN(C)C.Cl (EDCI.HCl). Reagents/catalysts: CN(C)C=1C=CN=CC1 (DMAP). Solvent: CN(C)C=O (DMF), O (water). Conditions: temperature 10 celsius, time 8 hour. The product is C(C)OC(CC(=O)NC1=CC=C(C=C1)C1=CC=CC=C1)=O (N-biphenyl-4-yl-malonamic acid ethyl ester). The yield is 105.3%. RXN SMILES: [C:1]([O:7][CH2:8][CH3:9])(=[O:6])[CH2:2][C:3]([O-:5])=O.C1C=CC2N(O)N=NC=2C=1.CCN=C=NCCCN(C)C.Cl.[C:32]1([C:39]2[CH:44]=[CH:43][CH:42]=[CH:41][CH:40]=2)[CH:37]=[CH:36][C:35]([NH2:38])=[CH:34][CH:33]=1>CN(C=O)C.CN(C1C=CN=CC=1)C.O>[CH2:8]([O:7][C:1](=[O:6])[CH2:2][C:3]([NH:38][C:35]1[CH:34]=[CH:33][C:32]([C:39]2[CH:44]=[CH:43][CH:42]=[CH:41][CH:40]=2)=[CH:37][CH:36]=1)=[O:5])[CH3:9] |f:2.3|. Procedure details: To a stirred solution of monoethyl malonate (0.86 g, 0.00649 mole) in DMF (20 mL) was added HOBt (0.795 g, 0.0059 mole) and DMAP (0.790 g, 0.00649 mole). The mixture was cooled to 10° C. and EDCI.HCl (1.7 g, 0.008 mole) followed by biphenyl-4-ylamine (1.0 g, 0.0059 mole) were added and the resulting mixture was stirred at the ambient temperature for overnight. The reaction mixture was then diluted with cold water and the resulting precipitate was isolated by filtration and dried to afford 1.76 g...